From a dataset of the Open Reaction Database (ORD), a public repository of structured organic reaction records. describe an organic reaction: reactants, conditions, products, and yield The reactants are Cl.C1(C=CC=C2C3=CC=CC=C3C=C12)=N (fluorenone imine hydrochloride), [NH4+].[OH-] (ammonia aqueous). Product: C1=CC=CC=2C3=CC=CC=C3C(C12)=N (Fluoren-9-ylideneamine). Isolated yield 58.0%. RXN SMILES: Cl.[C:2]1(=N)[C:14]2[C:6]([C:7]3[C:12]([CH:13]=2)=[CH:11][CH:10]=[CH:9][CH:8]=3)=[CH:5][CH:4]=[CH:3]1.[NH4+:16].[OH-]>>[CH:2]1[C:14]2[C:13](=[NH:16])[C:12]3[C:7](=[CH:8][CH:9]=[CH:10][CH:11]=3)[C:6]=2[CH:5]=[CH:4][CH:3]=1 |f:0.1,2.3|. Procedure details: The fluorenone (4.0 g, 22.2 mmol) was stirred in an autoclave of 110° C. for three days in an ammonia atmosphere (7 to 8 atm). After the reaction, it was allowed to dissolve in diethyl ether. And, hydrogen chloride was blown into it. It was stirred for one hour at room temperature. The obtained suspension was filtered, and the filtrate was cleaned with the diethyl ether. With this, fluorenone imine hydrochloride (3.4 g, 71%) was obtained. This hydrochloride was allowed to decompose with an ammon... The reactants are Clc1c(Br)cnc2[nH]cc(I)c12, C[Si](C)(C)CCOCCl, [H-], [Na+], CN(C)C=O. Product: C[Si](C)(C)CCOCn1cc(I)c2c(Cl)c(Br)cnc21. Reaction SMILES: [Br:1][c:2]1[c:3]([Cl:12])[c:4]2[c:5]([n:6][cH:7]1)[nH:8][cH:9][c:10]2[I:11].[CH3:15][Si:16]([CH2:17][CH2:18][O:19][CH2:20][Cl:21])([CH3:22])[CH3:23].[H-:13].[Na+:14].[O:24]=[CH:25][N:26]([CH3:27])[CH3:28]>>[Br:1][c:2]1[c:3]([Cl:12])[c:4]2[c:5]([n:6][cH:7]1)[n:8]([CH2:20][O:19][CH2:18][CH2:17][Si:16]([CH3:15])([CH3:22])[CH3:23])[cH:9][c:10]2[I:11]. Product: C(C1=CC=CC=C1)N1CCC(C(=O)N)(CC1)NC1=CC(=CC=C1)C (1-Benzyl-4-(3-methylphenylamino)-isonipecotamide). Procedure: A mixture of 1-benzyl-4-cyano-4-(3-methylphenylamino)-piperidine (7.6 g) and 90% sulfuric acid (53 mL) was heated 70° C. until all the solid dissolved (~1 h). The resultant mixture was stirred at the temp. for 30 min., and poured into a mixture of ice (80 g) and concentrated ammonium hydroxide (75 g). The solution was basified with ammonium hydroxide, and extracted with chloroform. The organic extract was washed with brine, dried over anhydrous sodium sulfate, filtered, and concentrated under va... Run at temperature 70 celsius, time 30 minute. Starting materials: C(C1=CC=CC=C1)N1CCC(CC1)(NC1=CC(=CC=C1)C)C#N (1-benzyl-4-cyano-4-(3-methylphenylamino)-piperidine), S(O)(O)(=O)=O (sulfuric acid), ice, [OH-].[NH4+] (ammonium hydroxide), resultant mixture, [OH-].[NH4+] (ammonium hydroxide). RXN SMILES: [CH2:1]([N:8]1[CH2:13][CH2:12][C:11]([C:22]#[N:23])([NH:14][C:15]2[CH:20]=[CH:19][CH:18]=[C:17]([CH3:21])[CH:16]=2)[CH2:10][CH2:9]1)[C:2]1[CH:7]=[CH:6][CH:5]=[CH:4][CH:3]=1.S(=O)(=O)(O)[OH:25].[OH-].[NH4+]>>[CH2:1]([N:8]1[CH2:13][CH2:12][C:11]([NH:14][C:15]2[CH:20]=[CH:19][CH:18]=[C:17]([CH3:21])[CH:16]=2)([C:22]([NH2:23])=[O:25])[CH2:10][CH2:9]1)[C:2]1[CH:3]=[CH:4][CH:5]=[CH:6][CH:7]=1 |f:2.3|. Yields the product ClC1=CC=C(CC2OCCCC2)C=C1 (2-(4-Chloro-benzyl)-tetrahydropyran). Reagents/catalysts: [Ni](I)I (nickel iodide). Reaction SMILES: [Cl:1][C:2]1[CH:7]=[CH:6][C:5](B(O)O)=[CH:4][CH:3]=1.Cl.N[CH:13]1[CH2:18][CH2:17][CH2:16][CH2:15][CH:14]1[OH:19].C[Si](C)(C)N[Si](C)(C)C.[Na].BrCC1CCCCO1>CC(O)C.[Ni](I)I>[Cl:1][C:2]1[CH:7]=[CH:6][C:5]([CH2:15][CH:16]2[CH2:17][CH2:18][CH2:13][CH2:14][O:19]2)=[CH:4][CH:3]=1 |f:1.2,3.4,^1:28|. Procedure: To a stirred mixture of (4-chlorophenyl)dihydroxyborane (524.0 mg, 3.351 mmol), 2-aminocyclohexanol hydrochloride (42 mg, 0.28 mmol) and nickel iodide (87.3 mg, 0.279 mmol) in i-PrOH (10.00 mL) was added sodium hexamethyldisilazane (1.075 g, 5.864 mmol) at 0° C. Then the mixture was stirred at rt for 5 min before, 2-(bromomethyl)tetrahydro-2-H-pyran (500.00 mg, 2.79 mmol) was added by syringe. The resulting mixture was then stirred at 60° C. for 5 h. The solvent was then removed under reduced pr... The reactants are ClC1=CC=C(C=C1)B(O)O ((4-chlorophenyl)dihydroxyborane), Cl.NC1C(CCCC1)O (2-aminocyclohexanol hydrochloride), BrCC1OCCCC1 (2-(bromomethyl)tetrahydro-2-H-pyran), C[Si](N[Si](C)(C)C)(C)C.[Na] (sodium hexamethyldisilazane). Run at temperature 60 celsius, time 5 hour. Run in CC(C)O (i-PrOH).